From a dataset of the Open Reaction Database (ORD), a public repository of structured organic reaction records. describe an organic reaction: reactants, conditions, products, and yield Starting materials: ClC1=C(C=C(C=C1)CC)NC#N (2-chloro-5-ethylphenylcyanamide), S(C)(=O)(=O)O.C(C)C=1C=C(N)C=CC1 (3-ethylaniline mesylate). Solvent: ClC1=CC=CC=C1 (chlorobenzene). Yields the product title compound, S(C)(=O)(=O)O.C(C)C=1C=C(C=CC1)NC(=N)NC1=C(C=CC(=C1)CC)Cl (N-(3-ethylphenyl)-N'-(2-chloro-5-ethylphenyl)guanidine mesylate). As a reaction SMILES: [Cl:1][C:2]1[CH:7]=[CH:6][C:5]([CH2:8][CH3:9])=[CH:4][C:3]=1[NH:10][C:11]#[N:12].[S:13]([OH:17])(=[O:16])(=[O:15])[CH3:14].[CH2:18]([C:20]1[CH:21]=[C:22]([CH:24]=[CH:25][CH:26]=1)[NH2:23])[CH3:19]>ClC1C=CC=CC=1>[S:13]([OH:17])(=[O:16])(=[O:15])[CH3:14].[CH2:18]([C:20]1[CH:21]=[C:22]([NH:23][C:11]([NH:10][C:3]2[CH:4]=[C:5]([CH2:8][CH3:9])[CH:6]=[CH:7][C:2]=2[Cl:1])=[NH:12])[CH:24]=[CH:25][CH:26]=1)[CH3:19] |f:1.2,4.5|. Procedure details: A mixture of 2-chloro-5-ethylphenylcyanamide (0.6 g, 3.08 mmol), 3-ethylaniline mesylate (0.64 g, 2.93 mmol), and chlorobenzene (12 mL) were combined in a dry round bottom flask equipped with a water cooled condenser under nitrogen and placed in a preheated oil bath (150-160° C.). The reaction mixture was heated for 3 hours. After cooling, the crude reaction product was purified by crystallization from chlorobenzene/diethylether. The resulting crystals were collected by filtration, washed with d...